Dataset: the Open Reaction Database (ORD), a public repository of structured organic reaction records. Task: describe an organic reaction: reactants, conditions, products, and yield The reactants are BrC1=C(C2=C(NC(=N2)CC)C=C1)Cl (5-Bromo-4-chloro-2-ethyl-1H-benzimidazole), C(=O)([O-])[O-].[Cs+].[Cs+] (Cs2CO3), ClCC1=NOC(=N1)C1=CC(=CC=C1)C(F)(F)F (3-(chloromethyl)-5-[3-(trifluoromethyl)phenyl]-1,2,4-oxadiazole). The solvent is CN(C)C=O (DMF). Conditions: temperature 90 celsius. The product is BrC1=C(C2=C(N(C(=N2)CC)CC2=NOC(=N2)C2=CC(=CC=C2)C(F)(F)F)C=C1)Cl (5-Bromo-4-chloro-2-ethyl-1-({5-[3-(trifluoromethyl)phenyl]-1,2,4-oxadiazol-3-yl}methyl)-1H-benzimidazole). The yield is 138.0%. RXN SMILES: [Br:1][C:2]1[CH:12]=[CH:11][C:5]2[NH:6][C:7]([CH2:9][CH3:10])=[N:8][C:4]=2[C:3]=1[Cl:13].C([O-])([O-])=O.[Cs+].[Cs+].Cl[CH2:21][C:22]1[N:26]=[C:25]([C:27]2[CH:32]=[CH:31][CH:30]=[C:29]([C:33]([F:36])([F:35])[F:34])[CH:28]=2)[O:24][N:23]=1>CN(C=O)C>[Br:1][C:2]1[CH:12]=[CH:11][C:5]2[N:6]([CH2:21][C:22]3[N:26]=[C:25]([C:27]4[CH:32]=[CH:31][CH:30]=[C:29]([C:33]([F:36])([F:34])[F:35])[CH:28]=4)[O:24][N:23]=3)[C:7]([CH2:9][CH3:10])=[N:8][C:4]=2[C:3]=1[Cl:13] |f:1.2.3|. Procedure: 5-Bromo-4-chloro-2-ethyl-1H-benzimidazole (0.100 g, 0.385 mmol), Cs2CO3 (0.188 g, 0.578 mmol), and 3-(chloromethyl)-5-[3-(trifluoromethyl)phenyl]-1,2,4-oxadiazole (0.152 g, 0.578 mmol) were combined in DMF (10 mL) and heated to 90° C. for 30 min. The reaction mixture was partitioned between Et2O and water. The combined organic portions were washed with brine, dried (Na2SO4), filtered, and concentrated in vacuo. Purification (SiO2, EtOAc/hexanes) provided the title compound 0.258 g: MS (ESI) m/z ... Starting materials: FC1=CC=C(C=C1)C1(OCCO1)CCCN(C)CC(=O)N1CCC(CC1)OC1=CC=CC=C1 (1-{N-{3-[2-(4-fluorophenyl)-1,3-dioxolan-2-yl]propyl}-N-methylaminoacetyl}-4-phenoxypiperidine), C1(=C(C(=C(C(=C1F)F)F)N)F)N.Cl.Cl (dihydrochloride), [H-].[Al+3].[Li+].[H-].[H-].[H-] (lithium aluminum hydride), [OH-].[Na+] (NaOH). Solvent: C1CCOC1 (THF), C1CCOC1 (THF), O (water), O (water). Yields the product Cl.Cl.FC1=CC=C(C=C1)C1(OCCO1)CCCN(C)CCN1CCC(CC1)OC1=CC=CC=C1 (1-{2-{N-{3-[2-(4-Fluorophenyl)-1,3-dioxolan-2-yl]propyl}-N-methylamino}ethyl}-4-phenoxypiperidine dihydrochloride). As a reaction SMILES: [H-].[Al+3].[Li+].[H-].[H-].[H-].[F:7][C:8]1[CH:13]=[CH:12][C:11]([C:14]2([CH2:19][CH2:20][CH2:21][N:22]([CH2:24][C:25]([N:27]3[CH2:32][CH2:31][CH:30]([O:33][C:34]4[CH:39]=[CH:38][CH:37]=[CH:36][CH:35]=4)[CH2:29][CH2:28]3)=O)[CH3:23])[O:18][CH2:17][CH2:16][O:15]2)=[CH:10][CH:9]=1.[OH-].[Na+].C1(N)C(F)=C(F)C(F)=C(N)C=1F.[ClH:54].Cl>C1COCC1.O>[ClH:54].[ClH:54].[F:7][C:8]1[CH:9]=[CH:10][C:11]([C:14]2([CH2:19][CH2:20][CH2:21][N:22]([CH2:24][CH2:25][N:27]3[CH2:28][CH2:29][CH:30]([O:33][C:34]4[CH:35]=[CH:36][CH:37]=[CH:38][CH:39]=4)[CH2:31][CH2:32]3)[CH3:23])[O:15][CH2:16][CH2:17][O:18]2)=[CH:12][CH:13]=1 |f:0.1.2.3.4.5,7.8,9.10.11,14.15.16|. Procedure details: To a suspension of 1.9 g (25.1 mmol) of lithium aluminum hydride (50% in oil; washed three times with hexane) in 75 ml dry THF, cooled by an ice bath, was added dropwise a solution of 1-{N-{3-[2-(4-fluorophenyl)-1,3-dioxolan-2-yl]propyl}-N-methylaminoacetyl}-4-phenoxypiperidine (from above) in 75 ml of dry THF. The suspension was heated at reflux for 12 hours and allowed to cool to room temperature. To the mixture, in an ice bath were added slowly dropwise 1 ml of water, 1 ml of 15% NaOH and 3 m...